From a dataset of the Open Reaction Database (ORD), a public repository of structured organic reaction records. describe an organic reaction: reactants, conditions, products, and yield The reactants are Cc1c(Br)cccc1[N+](=O)[O-], O=[N+]([O-])O, O=S(=O)(O)O. Yields the product Cc1c(Br)ccc([N+](=O)[O-])c1[N+](=O)[O-]. RXN SMILES: [Br:1][c:2]1[c:3]([CH3:11])[c:4]([N+:8](=[O:9])[O-:10])[cH:5][cH:6][cH:7]1.[OH:12][N+:13]([O-:14])=[O:15].[S:16](=[O:17])(=[O:18])([OH:19])[OH:20]>>[Br:1][c:2]1[c:3]([CH3:11])[c:4]([N+:8](=[O:9])[O-:10])[c:5]([N+:13](=[O:12])[O-:14])[cH:6][cH:7]1. The reactants are CCOCCO, COc1ccc(OC)c2c1C(=N)NC2S, N=C1CSC(=N)[NH2+]1, [Na], O=S(=O)([O-])c1ccccc1. Yields the product COc1ccc(OC)c2c1C(=N)NC2=C1SC(=N)NC1=N. As a reaction SMILES: [CH3:1][CH2:2][O:3][CH2:4][CH2:5][OH:6].[CH3:8][O:9][c:10]1[c:11]2[c:15]([c:16]([O:19][CH3:20])[cH:17][cH:18]1)[C:14](=[NH:21])[NH:13][CH:12]2[SH:22].[NH:33]=[C:34]1[S:35][CH2:36][C:37](=[NH:39])[NH2+:38]1.[Na:7].[c:23]1([S:24]([O-:25])(=[O:26])=[O:27])[cH:28][cH:29][cH:30][cH:31][cH:32]1>>[CH3:8][O:9][c:10]1[c:11]2[c:15]([c:16]([O:19][CH3:20])[cH:17][cH:18]1)[C:14](=[NH:21])[NH:13][C:12]2=[C:36]1[S:35][C:34](=[NH:33])[NH:38][C:37]1=[NH:39]. Reactants: 3, C(C)(C)(C)C1=CC=C(C=C1)S(=O)(=O)Cl (4-tert-butylbenzenesulfonyl chloride), C(C)(C)(C1=CC=C(C=C1)O)C1=CC=C(C=C1)O (4,4'-isopropylidenediphenol), 0. Reagents/catalysts: CN(C1=CC=NC=C1)C (4-dimethylaminopyridine). Run in N1=CC=CC=C1 (pyridine). Yields the product C(C)(C)(C)C1=CC=C(C=C1)S(=O)(=O)OC1=CC=C(C=C1)C(C)(C)C1=CC=C(C=C1)OS(=O)(=O)C1=CC=C(C=C1)C(C)(C)C (2,2-Bis[4-(4-tert-butylbenzenesulfonyloxy) phenyl]propane). Isolated yield 70.4%. As a reaction SMILES: [C:1]([C:5]1[CH:10]=[CH:9][C:8]([S:11](Cl)(=[O:13])=[O:12])=[CH:7][CH:6]=1)([CH3:4])([CH3:3])[CH3:2].[C:15]([C:25]1[CH:30]=[CH:29][C:28]([OH:31])=[CH:27][CH:26]=1)([C:18]1[CH:23]=[CH:22][C:21]([OH:24])=[CH:20][CH:19]=1)([CH3:17])[CH3:16]>CN(C)C1C=CN=CC=1.N1C=CC=CC=1>[C:1]([C:5]1[CH:10]=[CH:9][C:8]([S:11]([O:31][C:28]2[CH:27]=[CH:26][C:25]([C:15]([C:18]3[CH:19]=[CH:20][C:21]([O:24][S:11]([C:8]4[CH:9]=[CH:10][C:5]([C:1]([CH3:4])([CH3:3])[CH3:2])=[CH:6][CH:7]=4)(=[O:13])=[O:12])=[CH:22][CH:23]=3)([CH3:17])[CH3:16])=[CH:30][CH:29]=2)(=[O:13])=[O:12])=[CH:7][CH:6]=1)([CH3:4])([CH3:3])[CH3:2]. Reported procedure: An oven-dried 50 ml 3 necked flask is equipped with a magnetic stirring bar and reflux condenser carrying a CaCl2 drying tube and is charged with 4-tert-butylbenzenesulfonyl chloride 9.3 grams (40 mmol), 4,4'-isopropylidenediphenol (4.11 grams, 18 mmol), 4-dimethylaminopyridine 0.11 gram, 0 9 mmol), and anhydrous pyridine (20 ml). and the mixture is stirred and heated at reflux for 14 hours. Workup consists of partitioning the mixture between Et2O and H2O (50 ml each), washing the organic phase ... The reactants are Brc1cccc(Br)n1, CN(C)C=O, CC1(C)OB(c2ccccc2C#N)OC1(C)C, [K+], [K+], [K+], O, O=P([O-])([O-])[O-], c1ccc(P(c2ccccc2)(c2ccccc2)[Pd](P(c2ccccc2)(c2ccccc2)c2ccccc2)(P(c2ccccc2)(c2ccccc2)c2ccccc2)P(c2ccccc2)(c2ccccc2)c2ccccc2)cc1. Product: N#Cc1ccccc1-c1cccc(Br)n1. As a reaction SMILES: [Br:1][c:2]1[n:3][c:4]([Br:8])[cH:5][cH:6][cH:7]1.[CH3:34][N:35]([CH3:36])[CH:37]=[O:38].[CH3:9][C:10]1([CH3:11])[C:12]([CH3:13])([CH3:14])[O:15][B:16]([c:17]2[c:18]([C:19]#[N:20])[cH:21][cH:22][cH:23][cH:24]2)[O:25]1.[K+:31].[K+:32].[K+:33].[OH2:39].[P:26]([O-:27])([O-:28])([O-:29])=[O:30].[cH:40]1[cH:41][cH:42][c:43]([P:44]([Pd:45]([P:46]([c:47]2[cH:48][cH:49][cH:50][cH:51][cH:52]2)([c:53]2[cH:54][cH:55][cH:56][cH:57][cH:58]2)[c:59]2[cH:60][cH:61][cH:62][cH:63][cH:64]2)([P:65]([c:66]2[cH:67][cH:68][cH:69][cH:70][cH:71]2)([c:72]2[cH:73][cH:74][cH:75][cH:76][cH:77]2)[c:78]2[cH:79][cH:80][cH:81][cH:82][cH:83]2)[P:84]([c:85]2[cH:86][cH:87][cH:88][cH:89][cH:90]2)([c:91]2[cH:92][cH:93][cH:94][cH:95][cH:96]2)[c:97]2[cH:98][cH:99][cH:100][cH:101][cH:102]2)([c:103]2[cH:104][cH:105][cH:106][cH:107][cH:108]2)[c:109]2[cH:110][cH:111][cH:112][cH:113][cH:114]2)[cH:115][cH:116]1>>[c:2]1(-[c:17]2[c:18]([C:19]#[N:20])[cH:21][cH:22][cH:23][cH:24]2)[n:3][c:4]([Br:8])[cH:5][cH:6][cH:7]1. The reactants are CCO, Cl, Cl, O=C(O)CCC(=O)c1ccc(-c2ccc(F)cc2)cc1, NO, [Na+], [Na+], O=C([O-])[O-]. The product is O=C(O)CCC(=NO)c1ccc(-c2ccc(F)cc2)cc1. As a reaction SMILES: [CH3:31][CH2:32][OH:33].[ClH:21].[ClH:30].[F:1][c:2]1[cH:3][cH:4][c:5](-[c:8]2[cH:9][cH:10][c:11]([C:14]([CH2:15][CH2:16][C:17](=[O:18])[OH:19])=[O:20])[cH:12][cH:13]2)[cH:6][cH:7]1.[NH2:22][OH:23].[Na+:24].[Na+:25].[O-:26][C:27](=[O:28])[O-:29]>>[F:1][c:2]1[cH:3][cH:4][c:5](-[c:8]2[cH:9][cH:10][c:11]([C:14]([CH2:15][CH2:16][C:17](=[O:18])[OH:19])=[N:22][OH:23])[cH:12][cH:13]2)[cH:6][cH:7]1. The reactants are CC(CCCC1(C)OCCO1)C(O[SiH](c1ccccc1)c1ccccc1)C(C)(C)C, O=C([O-])O, CC(C)=O, Cl, [Na+]. Yields the product CC(=O)CCCC(C)C(O[SiH](c1ccccc1)c1ccccc1)C(C)(C)C. Reaction SMILES: [C:1]([CH3:2])([CH3:3])([CH3:4])[CH:5]([CH:6]([CH2:7][CH2:8][CH2:9][C:10]1([CH3:11])[O:12][CH2:15][CH2:14][O:13]1)[CH3:16])[O:17][SiH:18]([c:19]1[cH:20][cH:21][cH:22][cH:23][cH:24]1)[c:25]1[cH:26][cH:27][cH:28][cH:29][cH:30]1.[C:32](=[O:33])([OH:34])[O-:35].[CH3:37][C:38](=[O:39])[CH3:40].[ClH:31].[Na+:36]>>[C:1]([CH3:2])([CH3:3])([CH3:4])[CH:5]([CH:6]([CH2:7][CH2:8][CH2:9][C:10]([CH3:11])=[O:12])[CH3:16])[O:17][SiH:18]([c:19]1[cH:20][cH:21][cH:22][cH:23][cH:24]1)[c:25]1[cH:26][cH:27][cH:28][cH:29][cH:30]1.